This data is from the Open Reaction Database (ORD), a public repository of structured organic reaction records. The task is: describe an organic reaction: reactants, conditions, products, and yield Starting materials: CCOC(C)=O, O=[N+]([O-])c1cc(O)c(F)cc1F, [H-], O=C(Cl)N1CCCC1, [Na+], C1CCOC1. Yields the product O=C(Oc1cc([N+](=O)[O-])c(F)cc1F)N1CCCC1. Reaction SMILES: [CH3:28][CH2:29][O:30][C:31](=[O:32])[CH3:33].[F:3][c:4]1[c:5]([OH:14])[cH:6][c:7]([N+:11](=[O:12])[O-:13])[c:8]([F:10])[cH:9]1.[H-:1].[N:15]1([C:20](=[O:21])[Cl:22])[CH2:16][CH2:17][CH2:18][CH2:19]1.[Na+:2].[O:23]1[CH2:24][CH2:25][CH2:26][CH2:27]1>>[F:3][c:4]1[c:5]([O:14][C:20]([N:15]2[CH2:16][CH2:17][CH2:18][CH2:19]2)=[O:21])[cH:6][c:7]([N+:11](=[O:12])[O-:13])[c:8]([F:10])[cH:9]1. Reactants: BrC=1C=C(C=C(C1)F)C1(N=C(OC1)N)C1=CC(=C(C=C1)OC)C ((RS)-4-(3-bromo-5-fluoro-phenyl)-4-(4-methoxy-3-methyl-phenyl)-4,5-dihydro-oxazol-2-ylamine), sodium tert-butylate, CC(C)C1=CC(=C(C(=C1)C(C)C)C2=CC=CC=C2P(C(C)(C)C)C(C)(C)C)C(C)C (tert-butyl x-phos), NC1=CC=CC=C1 (aniline). Isolated yield 41.7%. The solvent is C1(=CC=CC=C1)C (toluene). Reaction SMILES: Br[C:2]1[CH:3]=[C:4]([C:9]2([C:15]3[CH:20]=[CH:19][C:18]([O:21][CH3:22])=[C:17]([CH3:23])[CH:16]=3)[CH2:13][O:12][C:11]([NH2:14])=[N:10]2)[CH:5]=[C:6]([F:8])[CH:7]=1.CC(C1C=C(C(C)C)C(C2C(P(C(C)(C)C)C(C)(C)C)=CC=CC=2)=C(C(C)C)C=1)C.[NH2:54][C:55]1[CH:60]=[CH:59][CH:58]=[CH:57][CH:56]=1>C1(C)C=CC=CC=1>[F:8][C:6]1[CH:5]=[C:4]([C:9]2([C:15]3[CH:20]=[CH:19][C:18]([O:21][CH3:22])=[C:17]([CH3:23])[CH:16]=3)[CH2:13][O:12][C:11]([NH2:14])=[N:10]2)[CH:3]=[C:2]([NH:54][C:55]2[CH:60]=[CH:59][CH:58]=[CH:57][CH:56]=2)[CH:7]=1. Product: FC=1C=C(C=C(C1)NC1=CC=CC=C1)C1(N=C(OC1)N)C1=CC(=C(C=C1)OC)C ((RS)-4-(3-fluoro-5-phenylamino-phenyl)-4-(4-methoxy-3-methyl-phenyl)-4,5-dihydro-oxazol-2-ylamine). Reaction conditions: temperature 105 celsius. Procedure: A dried pressure tube was charged consecutively with (RS)-4-(3-bromo-5-fluoro-phenyl)-4-(4-methoxy-3-methyl-phenyl)-4,5-dihydro-oxazol-2-ylamine (Building Block AH, 100 mg, 0.3 mmol), toluene (1.5 mL), sodium tert-butylate (52 mg, 0.5 mmol), and tert-butyl x-phos [di-tert-butyl(2′,4′,6′-triisopropylbiphenyl-2-yl)phosphine] (12 mg, 0.03 mmol). The mixture was purged with argon before [tris(dibenzylidenacetone)dipalladium chloroform complex] (8 mg, 0.008 mmol) and aniline (49 mg, 0.5 mmol) were ad... Starting materials: O=C(OCC1COc2cscc2O1)c1ccccc1, CCO, Cl, [K+], [OH-], O. Product: OCC1COc2cscc2O1. RXN SMILES: [C:1](=[O:2])([c:3]1[cH:4][cH:5][cH:6][cH:7][cH:8]1)[O:9][CH2:10][CH:11]1[O:12][c:13]2[c:14]([cH:17][s:18][cH:19]2)[O:15][CH2:16]1.[CH3:23][CH2:24][OH:25].[ClH:22].[K+:21].[OH-:20].[OH2:26]>>[OH:9][CH2:10][CH:11]1[O:12][c:13]2[c:14]([cH:17][s:18][cH:19]2)[O:15][CH2:16]1.